From a dataset of the Open Reaction Database (ORD), a public repository of structured organic reaction records. describe an organic reaction: reactants, conditions, products, and yield Yields the product FC12C(C=C)(C=C(C(=C1F)OCOCCOC)OCOCCOC)O2 (2,3-difluoro 4,5-bis[(2-methoxyethoxy) methoxy](1,2-epoxy) styrol). Starting materials: FC1=C(C=C)C=C(C(=C1F)OCOCCOC)OCOCCOC (2,3-difluoro-4,5-bis[(2-methoxyethoxy)-methoxy]-styrol), C(Cl)Cl (CH2Cl2), ClCCl.C(C)(=O)OCC (dichloromethane ethyl acetate). RXN SMILES: [F:1][C:2]1[C:9]([F:10])=[C:8]([O:11][CH2:12][O:13][CH2:14][CH2:15][O:16][CH3:17])[C:7]([O:18][CH2:19][O:20][CH2:21][CH2:22][O:23][CH3:24])=[CH:6][C:3]=1[CH:4]=[CH2:5].C(Cl)Cl.ClCCl.C(OCC)(=[O:33])C>>[F:1][C:2]12[O:33][C:3]1([CH:6]=[C:7]([O:18][CH2:19][O:20][CH2:21][CH2:22][O:23][CH3:24])[C:8]([O:11][CH2:12][O:13][CH2:14][CH2:15][O:16][CH3:17])=[C:9]2[F:10])[CH:4]=[CH2:5] |f:2.3|. Procedure: Using the procedure of Stage D of Example 40, 32 g of the product of Stage E were reacted to obtain 33.5 g of the expected product with a Rf=0.14 (CH2Cl2 --AcOEt 8-2). The reactants are CCOC(=O)c1cnc(Nc2ccc(OC)c(OC)c2)s1, C1CCOC1, [K+], [OH-]. The product is COc1ccc(Nc2ncc(C(=O)O)s2)cc1OC. As a reaction SMILES: [CH2:1]([CH3:2])[O:3][C:4](=[O:5])[c:6]1[cH:7][n:8][c:9]([NH:11][c:12]2[cH:13][c:14]([O:20][CH3:21])[c:15]([O:18][CH3:19])[cH:16][cH:17]2)[s:10]1.[CH2:24]1[O:25][CH2:26][CH2:27][CH2:28]1.[K+:23].[OH-:22]>>[O:3]=[C:4]([OH:5])[c:6]1[cH:7][n:8][c:9]([NH:11][c:12]2[cH:13][c:14]([O:20][CH3:21])[c:15]([O:18][CH3:19])[cH:16][cH:17]2)[s:10]1. Reactants: [Cl-].[NH4+] (ammonium chloride), BrC1=CC(=C(C=C1C(F)(F)F)O)[N+](=O)[O-] (4-bromo-2-nitro-5-(trifluoromethyl)phenol). Reagents/catalysts: [Zn] (zinc). The solvent is CO (MeOH). Run at time 8 hour. The product is NC1=C(C=C(C(=C1)Br)C(F)(F)F)O (2-amino-4-bromo-5-(trifluoromethyl)phenol). Yield: 92.9%. As a reaction SMILES: [Cl-].[NH4+].[Br:3][C:4]1[C:9]([C:10]([F:13])([F:12])[F:11])=[CH:8][C:7]([OH:14])=[C:6]([N+:15]([O-])=O)[CH:5]=1>CO.[Zn]>[NH2:15][C:6]1[CH:5]=[C:4]([Br:3])[C:9]([C:10]([F:13])([F:11])[F:12])=[CH:8][C:7]=1[OH:14] |f:0.1|. Reported procedure: To a mixture of zinc powder (16.23 g, 248 mmol) and ammonium chloride (13.28 g, 248 mmol) in MeOH (80 mL) was added 4-bromo-2-nitro-5-(trifluoromethyl)phenol (7.1 g, 24.8 mmol) and the reaction mixture was stirred overnight at ambient temperature. The reaction mixture was filtered and the filtrate was evaporated in vacuo. The residue was partitioned between EtOAc (100 mL) and water (300 mL). The organic phase was separated and washed with brine (30 mL), dried over Na2SO4, filtered and concentrat... Starting materials: CNS(=O)(=O)c1cccc(N)c1, O=N[O-], NC(N)=O, [Na+], O, O=S(=O)(O)O. The product is CNS(=O)(=O)c1cccc(O)c1. Reaction SMILES: [CH3:1][NH:2][S:3](=[O:4])(=[O:5])[c:6]1[cH:7][c:8]([NH2:12])[cH:9][cH:10][cH:11]1.[N:13](=[O:14])[O-:15].[NH2:17][C:18](=[O:19])[NH2:20].[Na+:16].[OH2:21].[S:22](=[O:23])(=[O:24])([OH:25])[OH:26]>>[CH3:1][NH:2][S:3](=[O:4])(=[O:5])[c:6]1[cH:7][c:8]([OH:14])[cH:9][cH:10][cH:11]1. Reactants: IN1C(CCC1=O)=O (N-iodosuccinic acid imide), CN(C=O)C (N,N-dimethylformamide), C(C1=CC=CC=C1)C1=NC(=CC=C1)N1C[C@H]([C@@H](C1)F)F (2-benzyl-6-[(3R,4R)-3,4-difluoropyrrolidine-1-yl]pyridine). Run in O (Water). Run at time 8 hour. Product: C(C1=CC=CC=C1)C1=NC(=CC=C1I)N1C[C@H]([C@@H](C1)F)F (2-Benzyl-6-[(3R,4R)-3,4-difluoropyrrolidine-1-yl]-3-iodopyridine). Isolated yield 100.2%. Reaction SMILES: [I:1]N1C(=O)CCC1=O.CN(C)C=O.[CH2:14]([C:21]1[CH:26]=[CH:25][CH:24]=[C:23]([N:27]2[CH2:31][C@@H:30]([F:32])[C@H:29]([F:33])[CH2:28]2)[N:22]=1)[C:15]1[CH:20]=[CH:19][CH:18]=[CH:17][CH:16]=1>O>[CH2:14]([C:21]1[C:26]([I:1])=[CH:25][CH:24]=[C:23]([N:27]2[CH2:28][C@@H:29]([F:33])[C@H:30]([F:32])[CH2:31]2)[N:22]=1)[C:15]1[CH:20]=[CH:19][CH:18]=[CH:17][CH:16]=1. Reported procedure: 94 mg of N-iodosuccinic acid imide was added little by little to 5.0 ml of an N,N-dimethylformamide solution containing 104 mg of 2-benzyl-6-[(3R,4R)-3,4-difluoropyrrolidine-1-yl]pyridine under ice-cooling, followed by stirring overnight as it was. Water was added to the reaction solution and the mixture was extracted with ethyl acetate. The organic phase was washed with an aqueous sodium thiosulfate solution, water and brine, and the solvent was removed. The residue was subjected to NH-silica g... Reactants: OC=1C=C(C(=O)N)C=CC1 (3-hydroxybenzamide), ClCC(=O)OCC (ethyl chloroacetate), C(=O)([O-])[O-].[K+].[K+] (K2CO3). Run in CN(C)C=O (DMF). The product is C(C)OC(=O)COC=1C=C(C(=O)N)C=CC1 (3-(Ethoxycarbonylmethoxy) benzamide). Yield: 72.5%. Reaction SMILES: [OH:1][C:2]1[CH:3]=[C:4]([CH:8]=[CH:9][CH:10]=1)[C:5]([NH2:7])=[O:6].Cl[CH2:12][C:13]([O:15][CH2:16][CH3:17])=[O:14].C([O-])([O-])=O.[K+].[K+]>CN(C=O)C>[CH2:16]([O:15][C:13]([CH2:12][O:1][C:2]1[CH:3]=[C:4]([CH:8]=[CH:9][CH:10]=1)[C:5]([NH2:7])=[O:6])=[O:14])[CH3:17] |f:2.3.4|. Procedure details: The subject compound was prepared using the general method of Example 3, except that 10.0 g (72.9 mmol) of 3-hydroxybenzamide was reacted with 29.0 g (236.6 mmol) of ethyl chloroacetate and 19.0 g (137.5 mmole) of K2CO3 in the presence of 150 cc dry DMF. There was obtained 11.8 g (72%) of the desired product having an mp of 158°-159° C. Reactants: ClC1=C(C2=C(NC(C(=C2O)C#N)=O)S1)C1=CC=C(C=C1)OCC1(CC=CC1)O (2-chloro-4-hydroxy-3-{4-[(1-hydroxycyclopent-3-en-1-yl)methoxy]phenyl}-6-oxo-6,7-dihydrothieno[2,3-b]pyridine-5-carbonitrile), [N+](=[N-])(C(=O)[O-])C(=O)[O-].[K+].[K+] (potassium diazodicarboxylate), CC(=O)O (AcOH). Run in CS(=O)C (DMSO), CO (MeOH), CO (MeOH). Reaction conditions: time 10 minute. Yields the product ClC1=C(C2=C(NC(C(=C2O)C#N)=O)S1)C1=CC=C(C=C1)OCC1(CCCC1)O (2-chloro-4-hydroxy-3-{4-[(1-hydroxycyclopentyl)methoxy]phenyl}-6-oxo-6,7-dihydrothieno[2,3-b]pyridine-5-carbonitrile). Reaction SMILES: [Cl:1][C:2]1[S:14][C:5]2[NH:6][C:7](=[O:13])[C:8]([C:11]#[N:12])=[C:9]([OH:10])[C:4]=2[C:3]=1[C:15]1[CH:20]=[CH:19][C:18]([O:21][CH2:22][C:23]2([OH:28])[CH2:27][CH:26]=[CH:25][CH2:24]2)=[CH:17][CH:16]=1.[N+](C([O-])=O)(C([O-])=O)=[N-].[K+].[K+].CC(O)=O>CS(C)=O.CO>[Cl:1][C:2]1[S:14][C:5]2[NH:6][C:7](=[O:13])[C:8]([C:11]#[N:12])=[C:9]([OH:10])[C:4]=2[C:3]=1[C:15]1[CH:16]=[CH:17][C:18]([O:21][CH2:22][C:23]2([OH:28])[CH2:24][CH2:25][CH2:26][CH2:27]2)=[CH:19][CH:20]=1 |f:1.2.3|. Reported procedure: To an ambient slurry of 2-chloro-4-hydroxy-3-{4-[(1-hydroxycyclopent-3-en-1-yl)methoxy]phenyl}-6-oxo-6,7-dihydrothieno[2,3-b]pyridine-5-carbonitrile (60 mg, 0.15 mmol) and potassium diazodicarboxylate (88 mg, 0.45 mmol) in a mixture of DMSO (1.0 mL) and MeOH (1.3 mL) was slowly added a solution of AcOH (0.051 mL, 0.90 mmol) in MeOH (0.30 mL). After 10 minutes, the reaction was quenched by the addition of 1N HCl (10 mL) and EtOAc (5 mL). The layers were separated, and the aqueous was extracted wi... Starting materials: CCNc1cc(N(C)OC)ncc1CCl, Nc1ccc(F)c([N+](=O)[O-])c1, c1ccncc1. Product: CCNc1cc(N(C)OC)ncc1CNc1ccc(F)c([N+](=O)[O-])c1. Reaction SMILES: [Cl:1][CH2:2][c:3]1[c:4]([NH:13][CH2:14][CH3:15])[cH:5][c:6]([N:9]([CH3:10])[O:11][CH3:12])[n:7][cH:8]1.[F:16][c:17]1[c:18]([N+:24](=[O:25])[O-:26])[cH:19][c:20]([NH2:23])[cH:21][cH:22]1.[cH:27]1[cH:28][cH:29][n:30][cH:31][cH:32]1>>[CH2:2]([c:3]1[c:4]([NH:13][CH2:14][CH3:15])[cH:5][c:6]([N:9]([CH3:10])[O:11][CH3:12])[n:7][cH:8]1)[NH:23][c:20]1[cH:19][c:18]([N+:24](=[O:25])[O-:26])[c:17]([F:16])[cH:22][cH:21]1.